This data is from the Open Reaction Database (ORD), a public repository of structured organic reaction records. The task is: describe an organic reaction: reactants, conditions, products, and yield Starting materials: ClC1=CC=C(C=C1)C(O)C=1C=NC=CC1Cl ((4-Chlorophenyl)-(4-chloro-pyridin-3-yl)-methanol), C(=O)(O)[O-].[Na+] (NaHCO3). Reagents/catalysts: [O-2].[Cr+6].[O-2].[O-2] (chromium (VI) oxide). Solvent: CC(=O)C (acetone). Conditions: time 18 hour. The product is ClC1=CC=C(C=C1)C(=O)C=1C=NC=CC1Cl ((4-chlorophenyl)-(4-chloropyridin-3-yl)-methanone). The yield is 65.0%. RXN SMILES: [Cl:1][C:2]1[CH:7]=[CH:6][C:5]([CH:8]([C:10]2[CH:11]=[N:12][CH:13]=[CH:14][C:15]=2[Cl:16])[OH:9])=[CH:4][CH:3]=1.C([O-])(O)=O.[Na+]>CC(C)=O.[O-2].[Cr+6].[O-2].[O-2]>[Cl:1][C:2]1[CH:3]=[CH:4][C:5]([C:8]([C:10]2[CH:11]=[N:12][CH:13]=[CH:14][C:15]=2[Cl:16])=[O:9])=[CH:6][CH:7]=1 |f:1.2,4.5.6.7|. Procedure: (4-Chlorophenyl)-(4-chloro-pyridin-3-yl)-methanol (7.57 g, 29.8 mmol) was dissolved in dry acetone (150 mL) and chromium (VI) oxide (8.94 g, 89.4 mmol) was added. The reaction mixture was stirred for 18 h and then poured into sat aq NaHCO3 solution (500 mL) and extracted with DCM (2×500 mL). The combined organic layers were dried (MgSO4) and the solvents were removed in vacuo. The residue was purified by column chromatography (normal phase, 50 g, Strata SI-1, silica gigatube, DCM (600 mL)) to gi... The reactants are OC1(CN2CCC1CC2)C(=O)OC (3-hydroxy-3-methoxycarbonyl-1-azabicyclo[2.2.2]octane), S(=O)(Cl)Cl (thionyl chloride). Yields the product Cl.COC(=O)C1=CN2CCC1CC2 (3-methoxycarbonyl-1-azabicyclo[2.2.2]oct-2-ene hydrochloride). Reaction SMILES: O[C:2]1([C:10]([O:12][CH3:13])=[O:11])[CH:7]2[CH2:8][CH2:9][N:4]([CH2:5][CH2:6]2)[CH2:3]1.S(Cl)([Cl:16])=O>>[ClH:16].[CH3:13][O:12][C:10]([C:2]1[CH:7]2[CH2:6][CH2:5][N:4]([CH2:9][CH2:8]2)[CH:3]=1)=[O:11] |f:2.3|. Procedure details: Powdered 3-hydroxy-3-methoxycarbonyl-1-azabicyclo[2.2.2]octane (16.0 g, 0.086 mol) was added protionwise to thionyl chloride (100 ml) at 0°. Following the addition, the reaction mixture was stirred and heated under reflux for 48 h. The thionyl chloride was then removed under reduced pressure to afford a solid, which was recrystallised from acetone, giving 3-methoxycarbonyl-1-azabicyclo[2.2.2]oct-2-ene hydrochloride, m.p. 178°-179°.